describe an organic reaction: reactants, conditions, products, and yield From a dataset of the Open Reaction Database (ORD), a public repository of structured organic reaction records. The reactants are solution, Cl (HCl), C(C)(C)(C)OC(=O)N1CCC(=CC1)C1=CC2=C(N=CN=C2NC=2C=C3C=NN(C3=CC2)C)N1 (4-[4-(1-methyl-1H-indazol-5-ylamino)-7H-pyrrolo[2,3-d]pyrimidin-6-yl]-3,6-dihydro-2H-pyridine-1-carboxylic acid tert-butyl ester). The solvent is O1CCOCC1 (1,4-dioxane), O1CCOCC1 (1,4-dioxane). Reaction conditions: time 2 hour. The product is Cl.Cl.Cl.CN1N=CC2=CC(=CC=C12)NC=1C2=C(N=CN1)NC(=C2)C=2CCNCC2 ((1-Methyl-1H-indazol-5-yl)-[6-(1,2,3,6-tetrahydro-pyridin-4-yl)-7H-pyrrolo[2,3-d]pyrimidin-4-yl]-amine tris-hydrochloride). As a reaction SMILES: [ClH:1].C(OC([N:9]1[CH2:14][CH:13]=[C:12]([C:15]2[NH:34][C:18]3[N:19]=[CH:20][N:21]=[C:22]([NH:23][C:24]4[CH:25]=[C:26]5[C:30](=[CH:31][CH:32]=4)[N:29]([CH3:33])[N:28]=[CH:27]5)[C:17]=3[CH:16]=2)[CH2:11][CH2:10]1)=O)(C)(C)C>O1CCOCC1>[ClH:1].[ClH:1].[ClH:1].[CH3:33][N:29]1[C:30]2[C:26](=[CH:25][C:24]([NH:23][C:22]3[C:17]4[CH:16]=[C:15]([C:12]5[CH2:13][CH2:14][NH:9][CH2:10][CH:11]=5)[NH:34][C:18]=4[N:19]=[CH:20][N:21]=3)=[CH:32][CH:31]=2)[CH:27]=[N:28]1 |f:3.4.5.6|. Reported procedure: A 4.0 M solution of HCl in 1,4-dioxane (4.7 mL; 20 eq) was added to a suspension of 4-[4-(1-methyl-1H-indazol-5-ylamino)-7H-pyrrolo[2,3-d]pyrimidin-6-yl]-3,6-dihydro-2H-pyridine-1-carboxylic acid tert-butyl ester (415.4 mg, 0.9324 mmol, 1 eq) in 1,4-dioxane (8 mL) and stirred at rt for 2 h. The solid was filtered off, washed several times with dioxane, and dried under vacuum, yielding the title compound, as a yellow solid. 1H NMR (400 MHz, DMSO-d6): δ=2.65 (s, br, 2H), 3.32 (s, br, 2H), 3.80 (s,... Product: Cc1ccc(C)c(N2CCN(C(=O)C3CN(S(=O)(=O)C4CC4)C(=O)N3Cc3ccccc3)CC2)c1. Reactants: BrCc1ccccc1, Cc1ccc(C)c(N2CCN(C(=O)C3CN(S(=O)(=O)C4CC4)C(=O)N3)CC2)c1. Reaction SMILES: [Br:29][CH2:30][c:31]1[cH:32][cH:33][cH:34][cH:35][cH:36]1.[CH:1]1([S:4](=[O:5])(=[O:6])[N:7]2[C:8](=[O:28])[NH:9][CH:10]([C:12](=[O:13])[N:14]3[CH2:15][CH2:16][N:17]([c:20]4[c:21]([CH3:27])[cH:22][cH:23][c:24]([CH3:26])[cH:25]4)[CH2:18][CH2:19]3)[CH2:11]2)[CH2:2][CH2:3]1>>[CH:1]1([S:4](=[O:5])(=[O:6])[N:7]2[C:8](=[O:28])[N:9]([CH2:30][c:31]3[cH:32][cH:33][cH:34][cH:35][cH:36]3)[CH:10]([C:12](=[O:13])[N:14]3[CH2:15][CH2:16][N:17]([c:20]4[c:21]([CH3:27])[cH:22][cH:23][c:24]([CH3:26])[cH:25]4)[CH2:18][CH2:19]3)[CH2:11]2)[CH2:2][CH2:3]1. Starting materials: CC1=CC=C(C=C1)C=1SC2=C(N1)C=C(C=C2)F (2-(4-methylphenyl)-5-fluorobenzothiazole), BrN1C(CCC1=O)=O (N-bromosuccinimide). The reagents and catalysts are C(C1=CC=CC=C1)(=O)OOC(C1=CC=CC=C1)=O (benzoyl peroxide). Run in C(Cl)(Cl)(Cl)Cl (carbon tetrachloride). The product is BrCC1=CC=C(C=C1)C=1SC2=C(N1)C=C(C=C2)F (4-bromomethylphenyl-5-fluorobenzothiazole). Yield: 74.1%. Reaction SMILES: [CH3:1][C:2]1[CH:7]=[CH:6][C:5]([C:8]2[S:9][C:10]3[CH:16]=[CH:15][C:14]([F:17])=[CH:13][C:11]=3[N:12]=2)=[CH:4][CH:3]=1.[Br:18]N1C(=O)CCC1=O>C(Cl)(Cl)(Cl)Cl.C(OOC(=O)C1C=CC=CC=1)(=O)C1C=CC=CC=1>[Br:18][CH2:1][C:2]1[CH:3]=[CH:4][C:5]([C:8]2[S:9][C:10]3[CH:16]=[CH:15][C:14]([F:17])=[CH:13][C:11]=3[N:12]=2)=[CH:6][CH:7]=1. Reported procedure: 31.6 g of 2-(4-methylphenyl)-5-fluorobenzothiazole was dissolved in 660 ml of carbon tetrachloride, and 23.1 g of N-bromosuccinimide and 700 mg of benzoyl peroxide were added. The mixture was refluxed for 6 hours. The reaction mixture was cooled to room temperature, and the insoluble materials were separated by filtration. The filtrate was concentrated to a volume of 100 ml under reduced pressure. The precipitated crystals were collected by filtration to give 31.0 g of the captioned compound as ... Starting materials: FC=1C=C(C(=O)OC)C=CC1OC (methyl 3-fluoro-4-(methyloxy)benzoate). Run in [OH-].[K+].CO (potassium hydroxide methanol). The product is FC=1C=C(C(=O)O)C=CC1OC (3-fluoro-4-methoxybenzoic acid). Isolated yield 82.8%. Reaction SMILES: [F:1][C:2]1[CH:3]=[C:4]([CH:9]=[CH:10][C:11]=1[O:12][CH3:13])[C:5]([O:7]C)=[O:6]>[OH-].[K+].CO>[F:1][C:2]1[CH:3]=[C:4]([CH:9]=[CH:10][C:11]=1[O:12][CH3:13])[C:5]([OH:7])=[O:6] |f:1.2.3|. Reported procedure: A solution of methyl 3-fluoro-4-(methyloxy)benzoate (534 mg, 2.9 mmol) in 35% aqueous potassium hydroxide:methanol (1:4, 10 mL) was stirred at reflux for 1 hour. The solution was cooled to room temperature and the methanol was evaporated. The pH of the aqueous portion was brought to 2 using concentrated hydrochloric acid. The precipitate which formed was collected by filtration and washed with water to afford 400 mg, 2.4 mmol (83%) of 3-fluoro-4-methoxybenzoic acid. MS (EI) for C8H7FO3: 169 (M−H... Reactants: Br[Si](C)(C)C (Bromotrimethylsilane), C(C1=CC=CC=C1)OCCCCCCCCOCCCCCCCCCCP(OCC)(OCC)=O (Diethyl 10-(8-(benzyloxy)octyloxy)decylphosphonate), O (water). The solvent is CO (methanol), ClCCl (dichloromethane). Reaction conditions: time 8 hour. The product is C(C1=CC=CC=C1)OCCCCCCCCOCCCCCCCCCCP(O)(O)=O (10-(8-(Benzyloxy)octyloxy)decylphosphonic acid). The yield is 97.2%. Reaction SMILES: [CH2:1]([O:8][CH2:9][CH2:10][CH2:11][CH2:12][CH2:13][CH2:14][CH2:15][CH2:16][O:17][CH2:18][CH2:19][CH2:20][CH2:21][CH2:22][CH2:23][CH2:24][CH2:25][CH2:26][CH2:27][P:28](=[O:35])([O:32]CC)[O:29]CC)[C:2]1[CH:7]=[CH:6][CH:5]=[CH:4][CH:3]=1.Br[Si](C)(C)C.O>ClCCl.CO>[CH2:1]([O:8][CH2:9][CH2:10][CH2:11][CH2:12][CH2:13][CH2:14][CH2:15][CH2:16][O:17][CH2:18][CH2:19][CH2:20][CH2:21][CH2:22][CH2:23][CH2:24][CH2:25][CH2:26][CH2:27][P:28](=[O:29])([OH:32])[OH:35])[C:2]1[CH:3]=[CH:4][CH:5]=[CH:6][CH:7]=1. Reported procedure: Diethyl 10-(8-(benzyloxy)octyloxy)decylphosphonate (680 mg, 1.33 mmol) was dissolved in dry dichloromethane (15 mL). Bromotrimethylsilane (0.53 mL, 4.05 mmol) was added via syringe. The reaction was capped with a greased glass stopper and stirred overnight. The volatiles were removed under reduced pressure to yield a yellow oil. This was dissolved in 5:1 methanol:water (10 mL) and stirred 4 hours more. After concentration of the organic, the viscous yellow oil was recrystallized in acetonitrile ... Starting materials: C1CCOC1, COS(=O)(=O)OC, C=Cc1nc(C#N)c(C#N)[nH]1. Yields the product C=Cc1nc(C#N)c(C#N)n1C. As a reaction SMILES: [CH2:19]1[O:20][CH2:21][CH2:22][CH2:23]1.[CH3:12][O:13][S:14]([O:15][CH3:16])(=[O:17])=[O:18].[CH:1](=[CH2:2])[c:3]1[nH:4][c:5]([C:10]#[N:11])[c:6]([C:8]#[N:9])[n:7]1>>[CH:1](=[CH2:2])[c:3]1[n:4][c:5]([C:10]#[N:11])[c:6]([C:8]#[N:9])[n:7]1[CH3:12].